Dataset: the Open Reaction Database (ORD), a public repository of structured organic reaction records. Task: describe an organic reaction: reactants, conditions, products, and yield Starting materials: FC(F)(F)c1ccc(Br)nc1, COc1cc(B2OC(C)(C)C(C)(C)O2)ccn1, CS(C)=O, [K+], [K+], O=C([O-])[O-], Cl[Pd]Cl. The product is COc1cc(-c2ccc(C(F)(F)F)cn2)ccn1. Reaction SMILES: [Br:1][c:2]1[n:3][cH:4][c:5]([C:8]([F:9])([F:10])[F:11])[cH:6][cH:7]1.[CH3:12][O:13][c:14]1[n:15][cH:16][cH:17][c:18]([B:20]2[O:21][C:22]([CH3:23])([CH3:24])[C:25]([CH3:26])([CH3:27])[O:28]2)[cH:19]1.[CH3:35][S:36]([CH3:37])=[O:38].[K+:29].[K+:30].[O-:31][C:32]([O-:33])=[O:34].[Pd:39]([Cl:40])[Cl:41]>>[c:2]1(-[c:18]2[cH:17][cH:16][n:15][c:14]([O:13][CH3:12])[cH:19]2)[n:3][cH:4][c:5]([C:8]([F:9])([F:10])[F:11])[cH:6][cH:7]1. Reactants: C1CCOC1, Cc1nc(Cl)c([N+](=O)[O-])c(NCCCCCO)c1C, [H-], [Na+], O, Oc1ccccc1. Product: Cc1nc(Oc2ccccc2)c([N+](=O)[O-])c(NCCCCCO)c1C. Reaction SMILES: [CH2:30]1[O:31][CH2:32][CH2:33][CH2:34]1.[Cl:10][c:11]1[n:12][c:13]([CH3:28])[c:14]([CH3:27])[c:15]([NH:20][CH2:21][CH2:22][CH2:23][CH2:24][CH2:25][OH:26])[c:16]1[N+:17](=[O:18])[O-:19].[H-:1].[Na+:2].[OH2:29].[OH:3][c:4]1[cH:5][cH:6][cH:7][cH:8][cH:9]1>>[O:3]([c:4]1[cH:5][cH:6][cH:7][cH:8][cH:9]1)[c:11]1[n:12][c:13]([CH3:28])[c:14]([CH3:27])[c:15]([NH:20][CH2:21][CH2:22][CH2:23][CH2:24][CH2:25][OH:26])[c:16]1[N+:17](=[O:18])[O-:19]. The reactants are C(C)(C)(C)OC(N(CCCO[Si](C)(C)C(C)(C)C)CCCC1=NC=C(C(=C1)C(=O)NCC12CC3CC(CC(C1)C3)C2)Cl)=O (tert-Butyl[3-(4-{[(1-adamantylmethyl)amino]carbonyl}-5-chloropyridin-2-yl)propyl](3-{[tert-butyl(dimethyl)silyl]oxy}propyl)carbamate). The solvent is Cl (hydrogen chloride), O1CCOCC1 (1,4-dioxane), solution. Yields the product Cl.Cl.C12(CC3CC(CC(C1)C3)C2)CNC(C2=CC(=NC=C2Cl)CCCNCCCO)=O (N-(1-Adamantylmethyl)-5-chloro-2-{3-[(3-hydroxypropyl)amino]propyl}isonicotinamide dihydrochloride). Yield: 201.4%. As a reaction SMILES: C(OC(=O)[N:7]([CH2:19][CH2:20][CH2:21][C:22]1[CH:27]=[C:26]([C:28]([NH:30][CH2:31][C:32]23[CH2:41][CH:36]4[CH2:37][CH:38]([CH2:40][CH:34]([CH2:35]4)[CH2:33]2)[CH2:39]3)=[O:29])[C:25]([Cl:42])=[CH:24][N:23]=1)[CH2:8][CH2:9][CH2:10][O:11][Si](C(C)(C)C)(C)C)(C)(C)C>Cl.O1CCOCC1>[ClH:42].[ClH:42].[C:32]12([CH2:31][NH:30][C:28](=[O:29])[C:26]3[C:25]([Cl:42])=[CH:24][N:23]=[C:22]([CH2:21][CH2:20][CH2:19][NH:7][CH2:8][CH2:9][CH2:10][OH:11])[CH:27]=3)[CH2:39][CH:38]3[CH2:40][CH:34]([CH2:35][CH:36]([CH2:37]3)[CH2:41]1)[CH2:33]2 |f:3.4.5|. Procedure: tert-Butyl[3-(4-{[(1-adamantylmethyl)amino]carbonyl}-5-chloropyridin-2-yl)propyl](3-{[tert-butyl(dimethyl)silyl]oxy}propyl)carbamate (Example 2(vi)) (0.46 g) was dissolved in a solution of hydrogen chloride in 1,4-dioxane (10 ml of a 4M solution) and concentrated; the resultant solid was recrystallised from 1,4-dioxane/methanol and the solid collected by filtration to afford the titled compound (0.24 g) as a colourless powder. Starting materials: O=C1CCC(=O)N1Cl, CN(C)C=O, O, Cn1ccc2cnc(NC(=O)c3ccc(C(C)(O)CO)cc3)cc21. Yields the product Cn1cc(Cl)c2cnc(NC(=O)c3ccc(C(C)(O)CO)cc3)cc21. RXN SMILES: [Cl:25][N:26]1[C:27](=[O:28])[CH2:29][CH2:30][C:31]1=[O:32].[O:34]=[CH:35][N:36]([CH3:37])[CH3:38].[OH2:33].[OH:1][CH2:2][C:3]([CH3:4])([OH:5])[c:6]1[cH:7][cH:8][c:9]([C:10](=[O:11])[NH:12][c:13]2[cH:14][c:15]3[c:16]([cH:17][n:18]2)[cH:19][cH:20][n:21]3[CH3:22])[cH:23][cH:24]1>>[OH:1][CH2:2][C:3]([CH3:4])([OH:5])[c:6]1[cH:7][cH:8][c:9]([C:10](=[O:11])[NH:12][c:13]2[cH:14][c:15]3[c:16]([cH:17][n:18]2)[c:19]([Cl:25])[cH:20][n:21]3[CH3:22])[cH:23][cH:24]1. Procedure details: The procedure is as in Example 33 for the preparation of ethyl (3-phenoxyphenyl)acetate, starting with (3-benzoylphenyl)acetic acid (16.6 g) and 36N aqueous sulphuric acid solution (2 cc) in ethanol (200 cc). Ethyl (3-benzoylphenyl)acetate (16.8 g) is obtained in the form of a brown oil, and is used in the crude state in the subsequent syntheses. Yields the product C(C1=CC=CC=C1)(=O)C=1C=C(C=CC1)CC(=O)OCC (Ethyl (3-benzoylphenyl)acetate). Reaction SMILES: O([C:8]1[CH:9]=[C:10]([CH2:14][C:15]([O:17][CH2:18][CH3:19])=[O:16])[CH:11]=[CH:12][CH:13]=1)C1C=CC=CC=1.[C:20](C1C=C(CC(O)=O)C=CC=1)(=[O:27])[C:21]1[CH:26]=[CH:25][CH:24]=[CH:23][CH:22]=1.S(=O)(=O)(O)O>C(O)C>[C:20]([C:8]1[CH:9]=[C:10]([CH2:14][C:15]([O:17][CH2:18][CH3:19])=[O:16])[CH:11]=[CH:12][CH:13]=1)(=[O:27])[C:21]1[CH:26]=[CH:25][CH:24]=[CH:23][CH:22]=1. Solvent: C(C)O (ethanol). Starting materials: O(C1=CC=CC=C1)C=1C=C(C=CC1)CC(=O)OCC (ethyl (3-phenoxyphenyl)acetate), C(C1=CC=CC=C1)(=O)C=1C=C(C=CC1)CC(=O)O ((3-benzoylphenyl)acetic acid), S(O)(O)(=O)=O (sulphuric acid). The reactants are CC(=O)OC(C)C, C1CCOC1, COC(=O)COc1c(OC)cc(C(=O)C#Cc2cc(-c3cccs3)c(OC)cc2OC)cc1OC, CO, Cl, [Na+], [OH-]. Product: COc1cc(OC)c(-c2cccs2)cc1C#CC(=O)c1cc(OC)c(OCC(=O)O)c(OC)c1. RXN SMILES: [C:46]([O:47][CH:48]([CH3:49])[CH3:50])(=[O:51])[CH3:52].[CH2:38]1[O:39][CH2:40][CH2:41][CH2:42]1.[CH3:1][O:2][C:3]([CH2:4][O:5][c:6]1[c:7]([O:33][CH3:34])[cH:8][c:9]([C:14]([C:15]#[C:16][c:17]2[c:18]([O:30][CH3:31])[cH:19][c:20]([O:28][CH3:29])[c:21](-[c:23]3[s:24][cH:25][cH:26][cH:27]3)[cH:22]2)=[O:32])[cH:10][c:11]1[O:12][CH3:13])=[O:35].[CH3:43][OH:44].[ClH:45].[Na+:37].[OH-:36]>>[O:2]=[C:3]([CH2:4][O:5][c:6]1[c:7]([O:33][CH3:34])[cH:8][c:9]([C:14]([C:15]#[C:16][c:17]2[c:18]([O:30][CH3:31])[cH:19][c:20]([O:28][CH3:29])[c:21](-[c:23]3[s:24][cH:25][cH:26][cH:27]3)[cH:22]2)=[O:32])[cH:10][c:11]1[O:12][CH3:13])[OH:35]. Starting materials: COCOC1=C(C=CC(=C1)OC)C1C(C(C2=CC=C(C=C12)OCCC)C1=CC2=C(C=C1)OCO2)C(=O)O (3-[2-(methoxymethoxy)-4-methoxyphenyl]-1-(3,4-methylenedioxyphenyl)-5-(prop-1-yloxy)indane-2-carboxylic acid), t-butylthiol, S(=O)(Cl)Cl (thionyl chloride), SC1=[N+](C=CC=C1)[O-] (2-mercaptopyridine-N-oxide). Solvent: ClCCl (dichloromethane), N1=CC=CC=C1 (pyridine), ClCCl (dichloromethane). The product is OC1=C(C=CC(=C1)OC)C1CC(C2=CC=C(C=C12)OCCC)C1=CC2=C(C=C1)OCO2 ((1RS,3RS)-3-(2-Hydroxy-4-methoxyphenyl)-1-(3,4-methylenedioxyphenyl)-5-(prop-1-yloxy)indane). Yield: 46.0%. As a reaction SMILES: COC[O:4][C:5]1[CH:10]=[C:9]([O:11][CH3:12])[CH:8]=[CH:7][C:6]=1[CH:13]1[C:21]2[C:16](=[CH:17][CH:18]=[C:19]([O:22][CH2:23][CH2:24][CH3:25])[CH:20]=2)[CH:15]([C:26]2[CH:31]=[CH:30][C:29]3[O:32][CH2:33][O:34][C:28]=3[CH:27]=2)[CH:14]1C(O)=O.S(Cl)(Cl)=O.SC1C=CC=C[N+]=1[O-]>ClCCl.N1C=CC=CC=1>[OH:4][C:5]1[CH:10]=[C:9]([O:11][CH3:12])[CH:8]=[CH:7][C:6]=1[CH:13]1[C:21]2[C:16](=[CH:17][CH:18]=[C:19]([O:22][CH2:23][CH2:24][CH3:25])[CH:20]=2)[CH:15]([C:26]2[CH:31]=[CH:30][C:29]3[O:32][CH2:33][O:34][C:28]=3[CH:27]=2)[CH2:14]1. Procedure: A solution of (1RS, 2SR, 3RS)-3-[2-(methoxymethoxy)-4-methoxyphenyl]-1-(3,4-methylenedioxyphenyl)-5-(prop-1-yloxy)indane-2-carboxylic acid (0.2 g, 0.39 mmol) in dichloromethane (4 ml) and pyridine (28 pl, 1.6 mmnol) was cooled to 0° C. under argon. To this solution was added thionyl chloride (60 μl, 0.8 mmol). The mixture was allowed to warm to ambient temperature over 20 min. and the volatiles removed in vacuo. The residue was redissolved in toluene and evaporated in vacuo (twice). The residue ... The reactants are C(#N)\C(=C/C1=CC=C(S1)N1CCC(CC1)OC(CCC(=O)[O-])=O)\C1=CC(=C(C=C1)OC)OC (mono-(1-{5-[(Z)-2-cyano-2-(3,4-dimethoxy-phenyl)-vinyl]-thiophen-2-yl}-piperidin-4-yl)succinate), C(C)N(CCN)CC (N,N-diethylethylenediamine), CN1CCOCC1 (N-methylmorpholine), ClC1=NC(=NC(=N1)OC)OC (2-chloro-4,6-dimethoxy-1,3,5-triazine), CN1CCOCC1 (N-methylmorpholine). Run in C(Cl)Cl (methylene chloride). Reaction conditions: time 30 minute. Yields the product Cl.C(C)N(CCNC(CCC(=O)OC1CCN(CC1)C=1SC(=CC1)\C=C(\C1=CC(=C(C=C1)OC)OC)/C#N)=O)CC (1-[5-[(Z)-2-cyano-2-(3,4-dimethoxy-phenyl)-vinyl]-thiophen-2-yl]-piperidin-4-yl N-(2-diethylamino-ethyl)-succinamate hydrochloride). Isolated yield 95.0%. Reaction SMILES: [C:1](/[C:3](/[C:24]1[CH:29]=[CH:28][C:27]([O:30][CH3:31])=[C:26]([O:32][CH3:33])[CH:25]=1)=[CH:4]\[C:5]1[S:9][C:8]([N:10]2[CH2:15][CH2:14][CH:13]([O:16][C:17](=[O:23])[CH2:18][CH2:19][C:20]([O-:22])=O)[CH2:12][CH2:11]2)=[CH:7][CH:6]=1)#[N:2].[Cl:34]C1N=C(OC)N=C(OC)N=1.CN1CCOCC1.[CH2:52]([N:54]([CH2:58][CH3:59])[CH2:55][CH2:56][NH2:57])[CH3:53]>C(Cl)Cl>[ClH:34].[CH2:52]([N:54]([CH2:58][CH3:59])[CH2:55][CH2:56][NH:57][C:20](=[O:22])[CH2:19][CH2:18][C:17]([O:16][CH:13]1[CH2:12][CH2:11][N:10]([C:8]2[S:9][C:5](/[CH:4]=[C:3](\[C:1]#[N:2])/[C:24]3[CH:29]=[CH:28][C:27]([O:30][CH3:31])=[C:26]([O:32][CH3:33])[CH:25]=3)=[CH:6][CH:7]=2)[CH2:15][CH2:14]1)=[O:23])[CH3:53] |f:5.6|. Procedure: Compound 18 (235 mg) was dissolved in methylene chloride (10 mL), and 2-chloro-4,6-dimethoxy-1,3,5-triazine (105 mg) and N-methylmorpholine (66 μL) were added to the solution, followed by stirring for 30 minutes with ice cooling. Subsequently, N,N-diethylethylenediamine (85 μL) and N-methylmorpholine (110 μL) were added to the mixture, followed by stirring at room temperature for 17 hours. The solvent was evaporated to dryness, and the residue was purified by silica gel column chromatography (CH...